This data is from the Open Reaction Database (ORD), a public repository of structured organic reaction records. The task is: describe an organic reaction: reactants, conditions, products, and yield Starting materials: [N+](=O)([O-])C1=C(C(=CC=C1C)[N+](=O)[O-])C (2,6-dinitro-m-xylene), C(=O)O (Formic acid). Reagents/catalysts: [Pd] (palladium on charcoal). Run in C(C)N(CC)CC (triethylamine), C(C)(=O)OCC (ethyl acetate). Yields the product CC1=C(N)C=CC(=C1[N+](=O)[O-])C (2,4-dimethyl-3-nitroaniline). Reaction SMILES: [N+:1]([C:4]1[C:9]([CH3:10])=[CH:8][CH:7]=[C:6]([N+:11]([O-])=O)[C:5]=1[CH3:14])([O-:3])=[O:2].C(O)=O>[Pd].C(N(CC)CC)C.C(OCC)(=O)C>[CH3:14][C:5]1[C:4]([N+:1]([O-:3])=[O:2])=[C:9]([CH3:10])[CH:8]=[CH:7][C:6]=1[NH2:11]. Reported procedure: A mixture of 2,6-dinitro-m-xylene (11.2 g) and 10% palladium on charcoal (620 mg) was stirred in triethylamine (36 mL) under an atmosphere of nitrogen and heated to reflux. Formic acid (9.25 mL) was added dropwise to the above mixture with vigorous stirring. After addition, the mixture was allowed to stir at reflux for an additional 15 min, then cooled to room temperature. The reaction mixture was diluted with ethyl acetate (100 mL) and filtered through celite. The filtrate was washed with brine... The reactants are CN(C)C=O, CC(=O)O, O=C1Nc2ccccc2C(C2CCCCC2)=NC1N1C(=O)c2ccccc2C1=O, ClCc1ccccn1, [H-], [I-], [Na+], [Na+]. The product is O=C1C(N2C(=O)c3ccccc3C2=O)N=C(C2CCCCC2)c2ccccc2N1Cc1ccccn1. Reaction SMILES: [CH3:42][N:43]([CH3:44])[CH:45]=[O:46].[CH3:47][C:48](=[O:49])[OH:50].[CH:3]1([C:9]2=[N:10][CH:11]([N:21]3[C:22](=[O:31])[c:23]4[c:24]([cH:27][cH:28][cH:29][cH:30]4)[C:25]3=[O:26])[C:12](=[O:20])[NH:13][c:14]3[c:15]2[cH:16][cH:17][cH:18][cH:19]3)[CH2:4][CH2:5][CH2:6][CH2:7][CH2:8]1.[Cl:34][CH2:35][c:36]1[n:37][cH:38][cH:39][cH:40][cH:41]1.[H-:1].[I-:33].[Na+:2].[Na+:32]>>[CH:3]1([C:9]2=[N:10][CH:11]([N:21]3[C:22](=[O:31])[c:23]4[c:24]([cH:27][cH:28][cH:29][cH:30]4)[C:25]3=[O:26])[C:12](=[O:20])[N:13]([CH2:35][c:36]3[n:37][cH:38][cH:39][cH:40][cH:41]3)[c:14]3[c:15]2[cH:16][cH:17][cH:18][cH:19]3)[CH2:4][CH2:5][CH2:6][CH2:7][CH2:8]1. The reactants are FC(OC1=CC=C(N)C=C1)(F)F (4-trifluoromethoxyaniline), C[Al](C)C (trimethylaluminum), C([O-])(O)=O.[Na+] (sodium bicarbonate), NC1=C(SC=C1)C(=O)OC (Methyl 3-amino-2-thiophenecarboxylate). Solvent: C1(=CC=CC=C1)C (toluene). Reaction conditions: time 16 hour. Yields the product FC(OC1=CC=C(C=C1)NC(=O)C=1SC=CC1N)(F)F (N-(4-trifluoromethoxyphenyl) 3-Aminothiophene-2-carboxamide). Reaction SMILES: [F:1][C:2]([F:12])([F:11])[O:3][C:4]1[CH:10]=[CH:9][C:7]([NH2:8])=[CH:6][CH:5]=1.C[Al](C)C.[NH2:17][C:18]1[CH:22]=[CH:21][S:20][C:19]=1[C:23](OC)=[O:24].C(=O)(O)[O-].[Na+]>C1(C)C=CC=CC=1>[F:1][C:2]([F:11])([F:12])[O:3][C:4]1[CH:10]=[CH:9][C:7]([NH:8][C:23]([C:19]2[S:20][CH:21]=[CH:22][C:18]=2[NH2:17])=[O:24])=[CH:6][CH:5]=1 |f:3.4|. Reported procedure: To a stirred solution of 4-trifluoromethoxyaniline (7.8 g, 44.5 mmol) in toluene (50 mL) under nitrogen was added trimethylaluminum (2M in toluene, 26.7 mL, 53.4 mmol). The mixture was stirred at RT for 16 h. Methyl 3-amino-2-thiophenecarboxylate (7 g, 44.5 mmol) was added and the resulting solution was stirred at reflux (oil bath temperature: 130° C.) under nitrogen for 24 h. After cooling to RT, saturated sodium bicarbonate solution (100 mL) was added dropwise with caution and the mixture was ... Reactants: Cl.NC=1C(=NN(C1)C)N1C(C(CC1)(C)C)=O (1-(4-amino-1-methyl-1H-pyrazol-3-yl)-3,3-dimethylpyrrolidin-2-one hydrochloride), C(C)(C)(C)OC(=O)N(C1=NC=CC(=C1)C=1OC=C(N1)C(=O)O)CC(F)(F)F (2-(2-((tert-butoxycarbonyl)(2,2,2-trifluoroethyl)amino)pyridin-4-yl)-1,3-oxazole-4-carboxylic acid), Cl.CN(CCCN=C=NCC)C (N-(3-(dimethylamino)propyl)-N′-ethylcarbodiimide hydrochloride), O.ON1N=NC2=C1C=CC=C2 (1-hydroxybenzotriazole hydrate). The solvent is CC(=O)N(C)C (DMA), C(C)N(CC)CC (triethylamine), O (water). Reaction conditions: time 1 hour. The product is CN1N=C(C(=C1)NC(=O)C=1N=C(OC1)C1=CC(=NC=C1)N(C(OC(C)(C)C)=O)CC(F)(F)F)N1C(NCC1)=O (tert-butyl (4-(4-((1-methyl-3-(2-oxoimidazolidin-1-yl)-1H-pyrazol-4-yl)carbamoyl)-1,3-oxazol-2-yl)pyridin-2-yl)(2,2,2-trifluoroethyl)carbamate). Yield: 64.2%. As a reaction SMILES: Cl.[NH2:2][C:3]1[C:4]([N:9]2[CH2:13][CH2:12]C(C)(C)[C:10]2=[O:16])=[N:5][N:6]([CH3:8])[CH:7]=1.[C:17]([O:21][C:22]([N:24]([CH2:39][C:40]([F:43])([F:42])[F:41])[C:25]1[CH:30]=[C:29]([C:31]2[O:32][CH:33]=[C:34]([C:36](O)=[O:37])[N:35]=2)[CH:28]=[CH:27][N:26]=1)=[O:23])([CH3:20])([CH3:19])[CH3:18].Cl.C[N:46](C)CCCN=C=NCC.O.ON1C2C=CC=CC=2N=N1>CC(N(C)C)=O.O.C(N(CC)CC)C>[CH3:8][N:6]1[CH:7]=[C:3]([NH:2][C:36]([C:34]2[N:35]=[C:31]([C:29]3[CH:28]=[CH:27][N:26]=[C:25]([N:24]([CH2:39][C:40]([F:43])([F:42])[F:41])[C:22](=[O:23])[O:21][C:17]([CH3:20])([CH3:19])[CH3:18])[CH:30]=3)[O:32][CH:33]=2)=[O:37])[C:4]([N:9]2[CH2:13][CH2:12][NH:46][C:10]2=[O:16])=[N:5]1 |f:0.1,3.4,5.6|. Procedure details: To a solution of 1-(4-amino-1-methyl-1H-pyrazol-3-yl)-3,3-dimethylpyrrolidin-2-one hydrochloride (3.09 g), 2-(2-((tert-butoxycarbonyl)(2,2,2-trifluoroethyl)amino)pyridin-4-yl)-1,3-oxazole-4-carboxylic acid (5.50 g), N-(3-(dimethylamino)propyl)-N′-ethylcarbodiimide hydrochloride (3.27 g) and 1-hydroxybenzotriazole hydrate (2.39 g) in DMA (40 mL) was added triethylamine (3.96 mL), and the mixture was stirred at room temperature for 1 hr, and then at 50° C. for 3 hr. The reaction mixture was ice-co... Reaction SMILES: [CH:14]([CH3:15])([CH3:16])[Si:17]([CH:18]([CH3:19])[CH3:20])([CH:21]([CH3:22])[CH3:23])[Cl:24].[H-:12].[Na+:13].[O:26]1[CH2:27][CH2:28][CH2:29][CH2:30]1.[OH2:25].[nH:1]1[cH:2][c:3]([CH:10]=[O:11])[c:4]2[c:5]1[n:6][cH:7][cH:8][cH:9]2>>[n:1]1([Si:17]([CH:14]([CH3:15])[CH3:16])([CH:18]([CH3:19])[CH3:20])[CH:21]([CH3:22])[CH3:23])[cH:2][c:3]([CH:10]=[O:11])[c:4]2[c:5]1[n:6][cH:7][cH:8][cH:9]2. The product is CC(C)[Si](C(C)C)(C(C)C)n1cc(C=O)c2cccnc21. The reactants are CC(C)[Si](Cl)(C(C)C)C(C)C, [H-], [Na+], C1CCOC1, O, O=Cc1c[nH]c2ncccc12. The reactants are resultant mixture, ClCC(=O)C1=C(C=C(C=C1)F)F (2-chloro-2',4'-difluoroacetophenone), C(#N)C1=CC2=C(N=CS2)C=C1 (6-cyanobenzothiazole), solution, C(CCC)[Li] (n-butyllithium), [Cl-].[NH4+] (ammonium chloride). Run in O1CCCC1 (tetrahydrofuran), O1CCCC1 (tetrahydrofuran), CCCCCC (hexane). Reaction conditions: temperature -98 celsius. Yields the product FC1=C(C=CC(=C1)F)C(CCl)(O)C=1SC2=C(N1)C=CC(=C2)C#N (1-(2,4-difluorophenyl)-1-(6-cyanobenzothiazol-2-yl)-2-chloroethanol). Yield: 42.5%. Reaction SMILES: [C:1]([C:3]1[CH:11]=[CH:10][C:6]2[N:7]=[CH:8][S:9][C:5]=2[CH:4]=1)#[N:2].C([Li])CCC.[Cl:17][CH2:18][C:19]([C:21]1[CH:26]=[CH:25][C:24]([F:27])=[CH:23][C:22]=1[F:28])=[O:20].[Cl-].[NH4+]>O1CCCC1.CCCCCC>[F:28][C:22]1[CH:23]=[C:24]([F:27])[CH:25]=[CH:26][C:21]=1[C:19]([C:8]1[S:9][C:5]2[CH:4]=[C:3]([C:1]#[N:2])[CH:11]=[CH:10][C:6]=2[N:7]=1)([OH:20])[CH2:18][Cl:17] |f:3.4|. Procedure: After 6-cyanobenzothiazole (1.60 g) was dissolved in tetrahydrofuran (80 ml), and the solution was cooled to -98° C. in a nitrogen atmosphere, a 1.6M solution (5.9 ml) of n-butyllithium in hexane was added dropwise over 10 minutes, and the resultant mixture was stirred for 5 minutes. A solution of 2-chloro-2',4'-difluoroacetophenone (2.85 g) in tetrahydrofuran (20 ml) was added dropwise to this mixture. After the liquid reaction mixture was heated to -10° C., an aqueous solution of ammonium chlo... The product is COC1=CC=C(C=C1)/C=C/C=O ((E)-3-(4-methoxyphenyl)-2-propenal). RXN SMILES: [CH3:1][O:2][C:3]1[CH:10]=[CH:9][C:6]([CH:7]=O)=[CH:5][CH:4]=1.C(NC(C)C)(C)C.C([Li])CCC.[C:23](O)(=O)[C:24](O)=[O:25]>CCCCCC.C(N=CC)(C)(C)C.ClP(=O)(OCC)OCC.O1CCCC1>[CH3:1][O:2][C:3]1[CH:10]=[CH:9][C:6](/[CH:7]=[CH:23]/[CH:24]=[O:25])=[CH:5][CH:4]=1. Reactants: COC1=CC=C(C=O)C=C1 (4-methoxybenzaldehyde), C(C(=O)O)(=O)O (oxalic acid), C(C)(C)NC(C)C (diisopropylamine), C(CCC)[Li] (n-butyl lithium). Conditions: time 3 day. Procedure details: The compound was prepared according to the procedure described in Example 84 except that the reaction was worked up after 3 days. The following reagents were used: 4-methoxybenzaldehyde (13.5 g). diisopropylamine (32.2 mL), 1.6M n-butyl lithium in hexane (143 mL), acetaldehyde N-tert-butylimine (14.75 mL), diethyl chlorophosphonate (16.6 mL) and tetrahydrofuran (200 mL). The work up, varied only in that the oxalic acid catalyzed hydrolysis was done overnight at room temperature and then at 85° C... Run in CCCCCC (hexane), O1CCCC1 (tetrahydrofuran), ClP(OCC)(OCC)=O (diethyl chlorophosphonate), C(C)(C)(C)N=CC (acetaldehyde N-tert-butylimine).